This data is from the Open Reaction Database (ORD), a public repository of structured organic reaction records. The task is: describe an organic reaction: reactants, conditions, products, and yield Reactants: C1(=CC=CC=C1)N1CCN(CC1)C(=O)C=CCOC=1C=C2C=CC(NC2=CC1)=O (6-[3-(4-phenyl-1-piperazinylcarbonyl)-2-propenyloxy]carbostyril). The reagents and catalysts are [C].[Pd] (palladium-carbon). Solvent: CO (methanol). Conditions: time 5 hour. The product is C1(=CC=CC=C1)N1CCN(CC1)C(=O)CCCOC=1C=C2C=CC(NC2=CC1)=O (6-[3-(4-phenyl-1-piperazinylcarbonyl)propoxy]carbostyril). Reaction SMILES: [C:1]1([N:7]2[CH2:12][CH2:11][N:10]([C:13]([CH:15]=[CH:16][CH2:17][O:18][C:19]3[CH:20]=[C:21]4[C:26](=[CH:27][CH:28]=3)[NH:25][C:24](=[O:29])[CH:23]=[CH:22]4)=[O:14])[CH2:9][CH2:8]2)[CH:6]=[CH:5][CH:4]=[CH:3][CH:2]=1>CO.[C].[Pd]>[C:1]1([N:7]2[CH2:8][CH2:9][N:10]([C:13]([CH2:15][CH2:16][CH2:17][O:18][C:19]3[CH:20]=[C:21]4[C:26](=[CH:27][CH:28]=3)[NH:25][C:24](=[O:29])[CH:23]=[CH:22]4)=[O:14])[CH2:11][CH2:12]2)[CH:6]=[CH:5][CH:4]=[CH:3][CH:2]=1 |f:2.3|. Procedure details: 1.0 Gram of 6-[3-(4-phenyl-1-piperazinylcarbonyl)-2-propenyloxy]carbostyril was dissolved in 50 ml of methanol, then 0.1 g of 5% palladium-carbon was added thereto. The mixture was catalytically hydrogenated at a room temperature under an atmospheric pressure for 5 hours. After the reaction was completed, the catalyst was removed by filtration and the filtrate was concentrated by distillation under a reduced pressure to dryness. The residue thus obtained was recrystallized from chloroform-petrol... Reactants: FC=1C=CC(=C(C1)CCN(CCCCC(=O)OC)CC1=CC=C(C(=O)OC)C=C1)OCC1=CC=C(C=C1)C1=CC=C(C=C1)C (methyl 4-{[(2-{5-fluoro-2-[(4′-methyl-1,1′-biphenyl-4-yl)methoxy]phenyl}ethyl)(5-methoxy-5-oxopentyl)amino]methyl}benzoate), [OH-].[Na+] (sodium hydroxide), ClCCl (dichloromethane). The solvent is CO (methanol). Run at time 8 hour. The product is C(=O)(O)CCCCN(CCC1=C(C=CC(=C1)F)OCC1=CC=C(C=C1)C1=CC=C(C=C1)C)CC1=CC=C(C(=O)O)C=C1 (4-{[(4-Carboxybutyl)(2-{5-fluoro-2-[(4′-methyl-1,1′-biphenyl-4-yl)-methoxy]phenyl}ethyl)amino]methyl}benzoic acid). RXN SMILES: [F:1][C:2]1[CH:3]=[CH:4][C:5]([O:30][CH2:31][C:32]2[CH:37]=[CH:36][C:35]([C:38]3[CH:43]=[CH:42][C:41]([CH3:44])=[CH:40][CH:39]=3)=[CH:34][CH:33]=2)=[C:6]([CH2:8][CH2:9][N:10]([CH2:19][C:20]2[CH:29]=[CH:28][C:23]([C:24]([O:26]C)=[O:25])=[CH:22][CH:21]=2)[CH2:11][CH2:12][CH2:13][CH2:14][C:15]([O:17]C)=[O:16])[CH:7]=1.[OH-].[Na+].ClCCl>CO>[C:15]([CH2:14][CH2:13][CH2:12][CH2:11][N:10]([CH2:19][C:20]1[CH:29]=[CH:28][C:23]([C:24]([OH:26])=[O:25])=[CH:22][CH:21]=1)[CH2:9][CH2:8][C:6]1[CH:7]=[C:2]([F:1])[CH:3]=[CH:4][C:5]=1[O:30][CH2:31][C:32]1[CH:37]=[CH:36][C:35]([C:38]2[CH:43]=[CH:42][C:41]([CH3:44])=[CH:40][CH:39]=2)=[CH:34][CH:33]=1)([OH:17])=[O:16] |f:1.2|. Reported procedure: 0.45 g (0.69 mmol) of methyl 4-{[(2-{5-fluoro-2-[(4′-methyl-1,1′-biphenyl-4-yl)methoxy]phenyl}ethyl)(5-methoxy-5-oxopentyl)amino]methyl}benzoate from Ex. 185 is dissolved in 8ml of methanol. 0.5 ml of aqueous sodium hydroxide solution (45%) and 1.5 ml of dichloromethane are added, and the solution is stirred at RT for 8 hours. The reaction is extracted with diethyl ether, the aqueous phase is acidified using sulphuric acid and extracted with ethyl acetate and the extract is filtered through Extr...